Dataset: the Open Reaction Database (ORD), a public repository of structured organic reaction records. Task: describe an organic reaction: reactants, conditions, products, and yield The reactants are CC=1N=C(SC1)N (4-methylthiazol-2-amine), C1(=CC=CC=C1)P(C1=CC=CC=2C(C3=CC=CC(=C3OC12)P(C1=CC=CC=C1)C1=CC=CC=C1)(C)C)C1=CC=CC=C1 (4,5-bis(diphenylphosphino)-9,9-dimethyl-9H-xanthene), ClC1=NC=CC(=C1)SC1=C(C=CC=C1)C(C)C (2-chloro-4-(2-isopropylphenylthio)pyridine), P(=O)([O-])([O-])[O-].[K+].[K+].[K+] (potassium phosphate). Reagents/catalysts: C=1C=CC(=CC1)/C=C/C(=O)/C=C/C2=CC=CC=C2.C=1C=CC(=CC1)/C=C/C(=O)/C=C/C2=CC=CC=C2.C=1C=CC(=CC1)/C=C/C(=O)/C=C/C2=CC=CC=C2.[Pd].[Pd] (Pd2(dba)3). The product is Cl.C(C)(C)C1=C(C=CC=C1)SC1=CC(=NC=C1)NC=1SC=C(N1)C (N-(4-(2-isopropylphenylthio)pyridin-2-yl)-4-methylthiazol-2-amine hydrochloride salt). Yield: 35.1%. As a reaction SMILES: [CH3:1][C:2]1[N:3]=[C:4]([NH2:7])[S:5][CH:6]=1.[Cl:8][C:9]1[CH:14]=[C:13]([S:15][C:16]2[CH:21]=[CH:20][CH:19]=[CH:18][C:17]=2[CH:22]([CH3:24])[CH3:23])[CH:12]=[CH:11][N:10]=1.P([O-])([O-])([O-])=O.[K+].[K+].[K+].C1(P(C2C=CC=CC=2)C2C3OC4C(=CC=CC=4P(C4C=CC=CC=4)C4C=CC=CC=4)C(C)(C)C=3C=CC=2)C=CC=CC=1>C1C=CC(/C=C/C(/C=C/C2C=CC=CC=2)=O)=CC=1.C1C=CC(/C=C/C(/C=C/C2C=CC=CC=2)=O)=CC=1.C1C=CC(/C=C/C(/C=C/C2C=CC=CC=2)=O)=CC=1.[Pd].[Pd]>[ClH:8].[CH:22]([C:17]1[CH:18]=[CH:19][CH:20]=[CH:21][C:16]=1[S:15][C:13]1[CH:12]=[CH:11][N:10]=[C:9]([NH:7][C:4]2[S:5][CH:6]=[C:2]([CH3:1])[N:3]=2)[CH:14]=1)([CH3:24])[CH3:23] |f:2.3.4.5,7.8.9.10.11,12.13|. Procedure: Using the method of Example 3, Step B, 4-methylthiazol-2-amine (0.260 g, 2.27 mmol), 2-chloro-4-(2-isopropylphenylthio)pyridine (0.600 g, 2.27 mmol), potassium phosphate (0.531 g, 2.50 mmol), Pd2(dba)3 (0.104 g, 0.114 mmol), and 4,5-bis(diphenylphosphino)-9,9-dimethyl-9H-xanthene (0.066 g, 0.114 mmol) were reacted to provide N-(4-(2-isopropylphenylthio)pyridin-2-yl)-4-methylthiazol-2-amine hydrochloride salt (0.301 g, 35% yield). 1H NMR (d6-DMSO) δ 11.1 (bs, 1H), 8.15 (d, 1H), 7.57-7.61 (m, 3H),... The reactants are S(=O)(=O)(OC)OC (dimethyl sulfate), S(=O)(=O)(OC)OC (Dimethyl sulfate), C1(=CC=CC=C1)N1NC=2[C@]3(CC[C@@H](C2C1=O)C3(C)C)C ((4R,7S)-2-phenyl-7,8,8-trimethyl-1,2,4,5,6,7-hexahydro-4,7-methano-indazol-3-one), C1(=CC=CC=C1)N1NC=2[C@]3(CC[C@@H](C2C1=O)C3(C)C)C ((4R,7S)-2-phenyl-7,8,8-trimethyl-1,2,4,5,6,7-hexahydro-4,7-methano-indazol-3-one). Run in [OH-].[Na+] (NaOH). Reaction conditions: time 10 minute. Yields the product COC=1N(N=C2[C@]3(CC[C@@H](C12)C3(C)C)C)C3=CC=CC=C3 ((4R,7S)-3-methoxy-7,8,8-trimethyl-2-phenyl-4,5,6,7-tetrahydro-2H-4,7-methano-indazole), CN1N(C(C=2[C@@H]3CC[C@](C12)(C3(C)C)C)=O)C3=CC=CC=C3 ((4R,7S)-1,7,8,8-tetramethyl-2-phenyl-1,2,4,5,6,7-hexahydro-4,7-methano-indazol-3-one). Yield: 17.0%. RXN SMILES: S(OC)(O[CH3:5])(=O)=O.[C:8]1([N:14]2[C:22](=[O:23])[C:21]3[C@H:20]4[C:24]([CH3:26])([CH3:25])[C@:17]([CH3:27])([CH2:18][CH2:19]4)[C:16]=3[NH:15]2)[CH:13]=[CH:12][CH:11]=[CH:10][CH:9]=1>[OH-].[Na+]>[CH3:5][O:23][C:22]1[N:14]([C:8]2[CH:9]=[CH:10][CH:11]=[CH:12][CH:13]=2)[N:15]=[C:16]2[C:21]=1[C@H:20]1[C:24]([CH3:26])([CH3:25])[C@:17]2([CH3:27])[CH2:18][CH2:19]1.[CH3:5][N:15]1[C:16]2[C@:17]3([CH3:27])[C:24]([CH3:26])([CH3:25])[C@@H:20]([CH2:19][CH2:18]3)[C:21]=2[C:22](=[O:23])[N:14]1[C:8]1[CH:9]=[CH:10][CH:11]=[CH:12][CH:13]=1 |f:2.3|. Procedure details: Dimethyl sulfate (66 μL, 0.7 mmol) was added to (4R,7S)-2-phenyl-7,8,8-trimethyl-1,2,4,5,6,7-hexahydro-4,7-methano-indazol-3-one (Intermediate 7; 185 mg, 0.7 mmol) in 1 M NaOH (5 mL). The mixture was vortexed and then heated with a heat gun for 30 sec., then shaken for 10 min, and extracted twice with dichloromethane. TLC indicated that the sodium hydroxide solution still contained starting material so a further quantity of dimethyl sulfate (150 μL, 1.6 mmol) was added and the mixture was vortex... Starting materials: C1(CC1)N(C)CC=1C(=C(NC1C)C=O)C (4-[(cyclopropyl-methyl-amino)-methyl]-3,5-dimethyl-1H-pyrrole-2-carbaldehyde), N1(CCOCC1)CCOC1=C(C=CC=C1)CS(=O)(=O)C=1C=C2CC(NC2=CC1)=O (5-[2-(2-Morpholin-4-yl-ethoxy)-phenylmethanesulfonyl]-1,3-dihydro-indol-2-one). The reagents and catalysts are N1CCCCC1 (piperidine). The solvent is C(C)O (ethanol). Yields the product C1(CC1)N(C)CC=1C(=C(NC1C)\C=C\1/C(NC2=CC=C(C=C12)S(=O)(=O)CC1=C(C=CC=C1)OCCN1CCOCC1)=O)C (3-[1-{4-[(Cyclopropyl-methyl-amino)-methyl]-3,5-dimethyl-1H-pyrrol-2-yl}-meth-(Z)-ylidene]-5-[2-(2-morpholin-4-yl-ethoxy)-phenylmethanesulfonyl]-1,3-dihydro-indol-2-one). Isolated yield 45.7%. As a reaction SMILES: [N:1]1([CH2:7][CH2:8][O:9][C:10]2[CH:15]=[CH:14][CH:13]=[CH:12][C:11]=2[CH2:16][S:17]([C:20]2[CH:21]=[C:22]3[C:26](=[CH:27][CH:28]=2)[NH:25][C:24](=[O:29])[CH2:23]3)(=[O:19])=[O:18])[CH2:6][CH2:5][O:4][CH2:3][CH2:2]1.[CH:30]1([N:33]([CH2:35][C:36]2[C:37]([CH3:44])=[C:38]([CH:42]=O)[NH:39][C:40]=2[CH3:41])[CH3:34])[CH2:32][CH2:31]1>N1CCCCC1.C(O)C>[CH:30]1([N:33]([CH2:35][C:36]2[C:37]([CH3:44])=[C:38](/[CH:42]=[C:23]3\[C:24](=[O:29])[NH:25][C:26]4[C:22]\3=[CH:21][C:20]([S:17]([CH2:16][C:11]3[CH:12]=[CH:13][CH:14]=[CH:15][C:10]=3[O:9][CH2:8][CH2:7][N:1]3[CH2:6][CH2:5][O:4][CH2:3][CH2:2]3)(=[O:19])=[O:18])=[CH:28][CH:27]=4)[NH:39][C:40]=2[CH3:41])[CH3:34])[CH2:32][CH2:31]1. Procedure details: 5-[2-(2-Morpholin-4-yl-ethoxy)-phenylmethanesulfonyl]-1,3-dihydro-indol-2-one (39 mg, 0.094 mmol) was condensed with 4-[(cyclopropyl-methyl-amino)-methyl]-3,5-dimethyl-1H-pyrrole-2-carbaldehyde (21 mg, 0.1 mmol) and piperidine (1 drop) in ethanol (1.5 mL) at rt for 48 hours. The solvent was removed and the residue was purified on a silica gel column to give 26 mg (46%) of the titled compound. Starting materials: ClCCOC1=C(C(=CC(=C1)Cl)[N+](=O)[O-])N (2-(2-chloro-ethoxy)-4-chloro-6-nitro-phenylamine), [N-]=[N+]=[N-].[Na+] (sodium azide), O (water). Run in CN(C=O)C (N,N-dimethylformamide). Run at temperature 60 celsius. Product: N(=[N+]=[N-])CCOC1=C(C(=CC(=C1)Cl)[N+](=O)[O-])N (2-(2-Azido-ethoxy)-4-chloro-6-nitro-phenylamine). RXN SMILES: Cl[CH2:2][CH2:3][O:4][C:5]1[CH:10]=[C:9]([Cl:11])[CH:8]=[C:7]([N+:12]([O-:14])=[O:13])[C:6]=1[NH2:15].[N-:16]=[N+:17]=[N-:18].[Na+].O>CN(C)C=O>[N:16]([CH2:2][CH2:3][O:4][C:5]1[CH:10]=[C:9]([Cl:11])[CH:8]=[C:7]([N+:12]([O-:14])=[O:13])[C:6]=1[NH2:15])=[N+:17]=[N-:18] |f:1.2|. Reported procedure: A solution of 2-(2-chloro-ethoxy)-4-chloro-6-nitro-phenylamine (3.07 g, 12.2 mmol), sodium azide (1.59 g, 24.4 mmol) in anhydrous N,N-dimethylformamide (30 ml) was allowed to heat at 60° C. for 18 hours. The reaction was poured into water (150 ml) and extracted with ethyl ether (2×100 ml). The organic layer was dried over anhydrous sodium sulfate, filtered and the solvent was removed under vacuum to afford an orange solid. The solid was washed with ethyl ether (5 ml) to afford an orange crystall... Starting materials: N1[C@@H](CCC1=O)C(=O)O (pyroglutamic acid), ClC=1C=CC2=C([C@H](CNCC2)C)C1 ((R)-8-chloro-1-methyl-2,3,4,5-tetrahydro-1H-3-benzazepine). Run in C(C)(=O)OCC (ethyl acetate). Reaction conditions: time 8 hour. The product is N1[C@@H](CCC1=O)C(=O)O.ClC=1C=CC2=C([C@H](CNCC2)C)C1 ((R)-8-Chloro-1-methyl-2,3,4,5-tetrahydro-1H-3-benzazepine pyroglutamate salt). As a reaction SMILES: [NH:1]1[C:5](=[O:6])[CH2:4][CH2:3][C@H:2]1[C:7]([OH:9])=[O:8].[Cl:10][C:11]1[CH:12]=[CH:13][C:14]2[CH2:20][CH2:19][NH:18][CH2:17][C@H:16]([CH3:21])[C:15]=2[CH:22]=1>C(OCC)(=O)C>[NH:1]1[C:5](=[O:6])[CH2:4][CH2:3][C@H:2]1[C:7]([OH:9])=[O:8].[Cl:10][C:11]1[CH:12]=[CH:13][C:14]2[CH2:20][CH2:19][NH:18][CH2:17][C@H:16]([CH3:21])[C:15]=2[CH:22]=1 |f:3.4|. Reported procedure: (R)-8-Chloro-1-methyl-2,3,4,5-tetrahydro-1H-3-benzazepine pyroglutamate salt was prepared by combining one equivalent of pyroglutamic acid with (R)-8-chloro-1-methyl-2,3,4,5-tetrahydro-1H-3-benzazepine in ethyl acetate at 60° C. then cooling slowly and stirring overnight. The resulting white solid was isolated by filtration and dried. (R)-8-Chloro-1-methyl-2,3,4,5-tetrahydro-1H-3-benzazepine pyroglutamate salt had an extrapolated melting onset temperature by DSC of about 139° C. Reactants: CC(C)CBr, Cc1cc(Cl)ccc1N=C1NC(CC(C)C)CS1. Yields the product Cc1cc(Cl)ccc1N=C1SCC(CC(C)C)N1CC(C)C. As a reaction SMILES: [CH2:19]([CH:20]([CH3:21])[CH3:22])[Br:23].[Cl:1][c:2]1[cH:3][c:4]([CH3:18])[c:5]([N:8]=[C:9]2[S:10][CH2:11][CH:12]([CH2:14][CH:15]([CH3:16])[CH3:17])[NH:13]2)[cH:6][cH:7]1>>[Cl:1][c:2]1[cH:3][c:4]([CH3:18])[c:5]([N:8]=[C:9]2[S:10][CH2:11][CH:12]([CH2:14][CH:15]([CH3:16])[CH3:17])[N:13]2[CH2:19][CH:20]([CH3:21])[CH3:22])[cH:6][cH:7]1. Starting materials: CS(=O)(=O)N (methanesulfonamide), [H-].[Na+] (NaH), Cl (HCl), ClC1=CC=C2C(=C1)NC(C21C(NC(CC1C1=C(C=CC(=C1)Cl)OC(C)(C)C(=O)O)=O)C1=C(C=CC(=C1)F)Cl)=O (racemic (2′R,3S,4′R)-6-chloro-2′-(2-chloro-5-fluoro-phenyl)-4′-[5-chloro-2-(1-hydroxycarbonyl-1-methyl-ethoxy)-phenyl]spiro[3H-indole-3,3′-piperidine]-2,6′(1H)-dione), C1=CN(C=N1)C(=O)N2C=CN=C2 (CDI). Run in CN(C)C=O (DMF), O (water), CN(C)C=O (DMF). Reaction conditions: time 1 hour. Product: ClC1=CC=C2C(=C1)NC(C21C(NC(CC1C1=C(C=CC(=C1)Cl)OC(C(=O)NS(=O)(=O)C)(C)C)=O)C1=C(C=CC(=C1)F)Cl)=O (Racemic (2′R,3S,4′R)-6-chloro-2′-(2-chloro-5-fluoro-phenyl)-4′-[5-chloro-2-(2-methanesulfonylamino-1,1-dimethyl-2-oxo-ethoxy)-phenyl]spiro[3H-indole-3,3′-piperidine]-2,6′(1H)-dione). Yield: 62.3%. Reaction SMILES: [Cl:1][C:2]1[CH:7]=[C:6]2[NH:8][C:9](=[O:39])[C:10]3([CH:15]([C:16]4[CH:21]=[C:20]([Cl:22])[CH:19]=[CH:18][C:17]=4[O:23][C:24]([C:27]([OH:29])=O)([CH3:26])[CH3:25])[CH2:14][C:13](=[O:30])[NH:12][CH:11]3[C:31]3[CH:36]=[C:35]([F:37])[CH:34]=[CH:33][C:32]=3[Cl:38])[C:5]2=[CH:4][CH:3]=1.C1N=CN(C(N2C=NC=C2)=O)C=1.[CH3:52][S:53]([NH2:56])(=[O:55])=[O:54].[H-].[Na+].Cl>CN(C=O)C.O>[Cl:1][C:2]1[CH:3]=[C:4]2[NH:8][C:9](=[O:39])[C:10]3([CH:15]([C:16]4[CH:21]=[C:20]([Cl:22])[CH:19]=[CH:18][C:17]=4[O:23][C:24]([CH3:25])([CH3:26])[C:27]([NH:56][S:53]([CH3:52])(=[O:55])=[O:54])=[O:29])[CH2:14][C:13](=[O:30])[NH:12][CH:11]3[C:31]3[CH:36]=[C:35]([F:37])[CH:34]=[CH:33][C:32]=3[Cl:38])[C:5]2=[CH:6][CH:7]=1 |f:3.4|. Procedure details: A solution of racemic (2′R,3S,4′R)-6-chloro-2′-(2-chloro-5-fluoro-phenyl)-4′-[5-chloro-2-(1-hydroxycarbonyl-1-methyl-ethoxy)-phenyl]spiro[3H-indole-3,3′-piperidine]-2,6′(1H)-dione (143 mg, 0.24 mmol) and CDI (78 mg, 0.48 mmol) in DMF (5 mL) was stirred at room temperature for 30 min. Then to this solution was added a mixture of methanesulfonamide (475 mg, 5 mmol) and NaH (200 mg, 60%, 5 mmol) in DMF (5 mL), which had been stirred for 1 h at room temperature. After the resulting mixture was heate...